Dataset: the Open Reaction Database (ORD), a public repository of structured organic reaction records. Task: describe an organic reaction: reactants, conditions, products, and yield Reactants: BrC1C(C2=CC=CC=C2C1)=O (2-bromo-1-indanone), Cl.CC=1NC=C(N1)CC(=S)N ((2-methyl-4-imidazolyl)thioacetamide hydrochloride). Product: CC=1NC=C(N1)CC=1SC2=C(N1)C=1C=CC=CC1C2 (2-[(2-Methyl-4-imidazolyl)methyl]-8H-indeno[1,2-d]thiazole). Reaction SMILES: Br[CH:2]1[CH2:10][C:9]2[C:4](=[CH:5][CH:6]=[CH:7][CH:8]=2)[C:3]1=O.Cl.[CH3:13][C:14]1[NH:15][CH:16]=[C:17]([CH2:19][C:20]([NH2:22])=[S:21])[N:18]=1>>[CH3:13][C:14]1[NH:15][CH:16]=[C:17]([CH2:19][C:20]2[S:21][C:2]3[CH2:10][C:9]4[CH:8]=[CH:7][CH:6]=[CH:5][C:4]=4[C:3]=3[N:22]=2)[N:18]=1 |f:1.2|. Procedure: Starting compounds: 2-bromo-1-indanone, (2-methyl-4-imidazolyl)thioacetamide hydrochloride Starting materials: NC1=CC=CC=C1 (aniline), NC(=O)N (urea), C12CN(CC(CC1)O2)C2=C1C(=NC(=N2)C2=CC=C(C=C2)NC(=O)NCC)N(N=C1)C1CCN(CC1)C(=O)OCC (ethyl 4-(4-(8-oxa-3-azabicyclo[3.2.1]octan-3-yl)-6-(4-(3-ethylureido)phenyl)-1H-pyrazolo[3,4-d]pyrimidin-1-yl)piperidine-1-carboxylate), CN1CCN(CC1)C1=CC=C(N)C=C1 (4-(4-methylpiperazino)aniline). Product: C12CN(CC(CC1)O2)C2=C1C(=NC(=N2)C2=CC=C(C=C2)NC(=O)NC2=CC=C(C=C2)N2CCN(CC2)C)N(N=C1)C (1-(4-(4-(8-oxa-3-azabicyclo[3.2.1]octan-3-yl)-1-methyl-1H-pyrazolo[3,4-d]pyrimidin-6-yl)phenyl)-3-(4-(4-methylpiperazin-1-yl)phenyl)urea). As a reaction SMILES: NC(N)=O.[CH:5]12[O:12][CH:9]([CH2:10][CH2:11]1)[CH2:8][N:7]([C:13]1[N:18]=[C:17]([C:19]3[CH:24]=[CH:23][C:22]([NH:25][C:26]([NH:28][CH2:29][CH3:30])=[O:27])=[CH:21][CH:20]=3)[N:16]=[C:15]3[N:31]([CH:34]4CCN(C(OCC)=O)CC4)[N:32]=[CH:33][C:14]=13)[CH2:6]2.[CH3:45][N:46]1[CH2:51][CH2:50][N:49]([C:52]2[CH:58]=CC(N)=[CH:54][CH:53]=2)[CH2:48][CH2:47]1.NC1C=CC=CC=1>>[CH:9]12[O:12][CH:5]([CH2:11][CH2:10]1)[CH2:6][N:7]([C:13]1[N:18]=[C:17]([C:19]3[CH:24]=[CH:23][C:22]([NH:25][C:26]([NH:28][C:29]4[CH:30]=[CH:58][C:52]([N:49]5[CH2:48][CH2:47][N:46]([CH3:45])[CH2:51][CH2:50]5)=[CH:53][CH:54]=4)=[O:27])=[CH:21][CH:20]=3)[N:16]=[C:15]3[N:31]([CH3:34])[N:32]=[CH:33][C:14]=13)[CH2:8]2. Reported procedure: A urea formation procedure similar to that used for the synthesis of ethyl 4-(4-(8-oxa-3-azabicyclo[3.2.1]octan-3-yl)-6-(4-(3-ethylureido)phenyl)-1H-pyrazolo[3,4-d]pyrimidin-1-yl)piperidine-1-carboxylate is used, utilizing 4-(4-methylpiperazino)aniline as the aniline component. (13%, MS=554.3 (M+H)) Starting materials: COC(=O)c1cccc(CNC2CCC(CNc3nc(NCc4ccccc4OC(F)(F)F)ncc3[N+](=O)[O-])CC2)c1, CO, [Li+], [OH-], O. Yields the product O=C(O)c1cccc(CNC2CCC(CNc3nc(NCc4ccccc4OC(F)(F)F)ncc3[N+](=O)[O-])CC2)c1. Reaction SMILES: [CH3:1][O:2][C:3]([c:4]1[cH:5][c:6]([CH2:10][NH:11][CH:12]2[CH2:13][CH2:14][CH:15]([CH2:18][NH:19][c:20]3[n:21][c:22]([NH:29][CH2:30][c:31]4[c:32]([O:37][C:38]([F:39])([F:40])[F:41])[cH:33][cH:34][cH:35][cH:36]4)[n:23][cH:24][c:25]3[N+:26](=[O:27])[O-:28])[CH2:16][CH2:17]2)[cH:7][cH:8][cH:9]1)=[O:42].[CH3:46][OH:47].[Li+:44].[OH-:43].[OH2:45]>>[O:2]=[C:3]([c:4]1[cH:5][c:6]([CH2:10][NH:11][CH:12]2[CH2:13][CH2:14][CH:15]([CH2:18][NH:19][c:20]3[n:21][c:22]([NH:29][CH2:30][c:31]4[c:32]([O:37][C:38]([F:39])([F:40])[F:41])[cH:33][cH:34][cH:35][cH:36]4)[n:23][cH:24][c:25]3[N+:26](=[O:27])[O-:28])[CH2:16][CH2:17]2)[cH:7][cH:8][cH:9]1)[OH:42]. The reactants are C1CCOC1, Cc1ccc(N)cc1O, CC(=O)Nc1cccc(C(=O)c2ccc3c(c2)NC(=O)C3=CO)c1. Yields the product CC(=O)Nc1cccc(C(=O)c2ccc3c(c2)NC(=O)C3=CNc2ccc(C)c(O)c2)c1. As a reaction SMILES: [CH2:34]1[O:35][CH2:36][CH2:37][CH2:38]1.[NH2:25][c:26]1[cH:27][cH:28][c:29]([CH3:33])[c:30]([OH:32])[cH:31]1.[OH:1][CH:2]=[C:3]1[C:4](=[O:24])[NH:5][c:6]2[cH:7][c:8]([C:12](=[O:13])[c:14]3[cH:15][c:16]([NH:20][C:21]([CH3:22])=[O:23])[cH:17][cH:18][cH:19]3)[cH:9][cH:10][c:11]21>>[CH:2](=[C:3]1[C:4](=[O:24])[NH:5][c:6]2[cH:7][c:8]([C:12](=[O:13])[c:14]3[cH:15][c:16]([NH:20][C:21]([CH3:22])=[O:23])[cH:17][cH:18][cH:19]3)[cH:9][cH:10][c:11]21)[NH:25][c:26]1[cH:27][cH:28][c:29]([CH3:33])[c:30]([OH:32])[cH:31]1. Starting materials: CC(=O)OC(C)=O, O=CO, CCOC(=O)C(N)(CC)c1ccccc1. Product: CCOC(=O)C(CC)(NC=O)c1ccccc1. As a reaction SMILES: [CH3:1][C:2](=[O:3])[O:4][C:5](=[O:6])[CH3:7].[CH:23]([OH:24])=[O:25].[NH2:8][C:9]([C:10](=[O:11])[O:12][CH2:13][CH3:14])([CH2:15][CH3:16])[c:17]1[cH:18][cH:19][cH:20][cH:21][cH:22]1>>[CH:2](=[O:3])[NH:8][C:9]([C:10](=[O:11])[O:12][CH2:13][CH3:14])([CH2:15][CH3:16])[c:17]1[cH:18][cH:19][cH:20][cH:21][cH:22]1. Reactants: C(=O)(O)[O-].[Na+] (NaHCO3), N[C@H](C(=O)N1CCN(CC1)C(C1=CC=C(C=C1)F)C1=CC=C(C=C1)F)CC(C)C ((S)-2-Amino-1-{4-[bis-(4-fluoro-phenyl)-methyl]-piperazin-1-yl}-4-methyl-pentan-1-one), COC=1C=C(C=O)C=C(C1OC)OC (3,4,5-trimethoxybenzaldehyde), C(C)(=O)O[BH-](OC(C)=O)OC(C)=O.[Na+] (sodium triacetoxyborohydride). The solvent is hexanes, CCOC(=O)C (EtOAc), C(Cl)Cl (CH2Cl2). Conditions: time 30 minute. Yields the product FC1=CC=C(C=C1)C(N1CCN(CC1)C([C@H](CC(C)C)NCC1=CC(=C(C(=C1)OC)OC)OC)=O)C1=CC=C(C=C1)F ((S)-1-{4-[Bis-(4-fluoro-phenyl)-methyl]-piperazin-1-yl}-4-methyl-2-(3,4,5-trimethoxy-benzylamino)-pentan-1-one). The yield is 83.9%. As a reaction SMILES: [NH2:1][C@@H:2]([CH2:26][CH:27]([CH3:29])[CH3:28])[C:3]([N:5]1[CH2:10][CH2:9][N:8]([CH:11]([C:19]2[CH:24]=[CH:23][C:22]([F:25])=[CH:21][CH:20]=2)[C:12]2[CH:17]=[CH:16][C:15]([F:18])=[CH:14][CH:13]=2)[CH2:7][CH2:6]1)=[O:4].[CH3:30][O:31][C:32]1[CH:33]=[C:34]([CH:37]=[C:38]([O:42][CH3:43])[C:39]=1[O:40][CH3:41])[CH:35]=O.C(O[BH-](OC(=O)C)OC(=O)C)(=O)C.[Na+].C([O-])(O)=O.[Na+]>C(Cl)Cl.CCOC(C)=O>[F:18][C:15]1[CH:14]=[CH:13][C:12]([CH:11]([C:19]2[CH:20]=[CH:21][C:22]([F:25])=[CH:23][CH:24]=2)[N:8]2[CH2:7][CH2:6][N:5]([C:3](=[O:4])[C@@H:2]([NH:1][CH2:35][C:34]3[CH:37]=[C:38]([O:42][CH3:43])[C:39]([O:40][CH3:41])=[C:32]([O:31][CH3:30])[CH:33]=3)[CH2:26][CH:27]([CH3:29])[CH3:28])[CH2:10][CH2:9]2)=[CH:17][CH:16]=1 |f:2.3,4.5|. Procedure: (S)-2-Amino-1-{4-[bis-(4-fluoro-phenyl)-methyl]-piperazin-1-yl}-4-methyl-pentan-1-one (0.500 g, 1.25 mmol, Example 53) and 3,4,5-trimethoxybenzaldehyde (0.244 g, 1.25 mmol, Aldrich, Milwaukee, Wis.) were mixed in CH2Cl2 (6 mL). After stirring at ambient temperature under nitrogen atmosphere for 30 minutes, the solution was cooled to 0° C. in an ice-water bath. To this solution was added sodium triacetoxyborohydride (0.396 g, 1.87 mmol). The resulting reaction mixture was stirred for, in successi... Reactants: C(C1=CC=CC=C1)N1CCC(CC1)CN(C1=NC=CC=C1[N+](=O)[O-])CC (1-Benzyl-4-[(N-ethyl-N-(3-nitro-2-pyridinyl)amino)methyl]piperidine). The reagents and catalysts are [Pt]=O (platinum oxide), [Pt]=O (platinum oxide). Solvent: C1CCOC1 (THF). Run at time 1 hour. Yields the product C(C1=CC=CC=C1)N1CCC(CC1)CN(C1=NC=CC=C1N)CC (1-Benzyl-4-[(N-ethyl-N-(3-amino-2-pyridinyl)amino)methyl]piperidine). As a reaction SMILES: [CH2:1]([N:8]1[CH2:13][CH2:12][CH:11]([CH2:14][N:15]([CH2:25][CH3:26])[C:16]2[C:21]([N+:22]([O-])=O)=[CH:20][CH:19]=[CH:18][N:17]=2)[CH2:10][CH2:9]1)[C:2]1[CH:7]=[CH:6][CH:5]=[CH:4][CH:3]=1>C1COCC1.[Pt]=O>[CH2:1]([N:8]1[CH2:13][CH2:12][CH:11]([CH2:14][N:15]([CH2:25][CH3:26])[C:16]2[C:21]([NH2:22])=[CH:20][CH:19]=[CH:18][N:17]=2)[CH2:10][CH2:9]1)[C:2]1[CH:7]=[CH:6][CH:5]=[CH:4][CH:3]=1. Reported procedure: 1-Benzyl-4-[(N-ethyl-N-(3-nitro-2-pyridinyl)amino)methyl]piperidine (EXAMPLE 262, 4.70 g) is dissolved in 40 ml of THF and 1.7 g of platinum oxide is added and the reaction is placed on a Parr hydrogenator at 10 psi for 1 hr. Then a further 800 mg of platinum oxide is added and the reaction hydrogenated another hour. Then it is filtered through celite and concentrated under reduced pressure to provide the title compound. Starting materials: [BH3-]C#N.[Na+] (NaCNBH3), C=O (formaldehyde), C(C)(C)(C)OC(=O)N(C1CC(N(CC1)C(=O)OCC1=CC=CC=C1)CO)C (Benzyl 4-[(tert-Butoxycarbonyl)(methyl)amino)-2-(hydroxymethyl)piperidine-1-carboxylate), C1=CCC=CC1 (1,4-cyclohexadiene). Reagents/catalysts: [Pd] (Pd on carbon). Run in CO (MeOH), CC(=O)O (AcOH), CCO (EtOH). Reaction conditions: time 8 hour. Product: OCC1N(CCC(C1)CNC(OC(C)(C)C)=O)C (tert-Butyl [2-(hydroxymethyl)-1-methylpiperidin-4-yl]methylcarbamate). As a reaction SMILES: [C:1]([O:5][C:6]([N:8](C)[CH:9]1CCN(C(OCC2C=CC=CC=2)=O)C(CO)C1)=[O:7])([CH3:4])([CH3:3])[CH3:2].[CH:28]1[CH2:33][CH:32]=[CH:31][CH2:30][CH:29]=1.C=[O:35].[BH3-][C:37]#[N:38].[Na+]>CCO.CO.[Pd].CC(O)=O>[OH:35][CH2:28][CH:33]1[CH2:32][CH:31]([CH2:9][NH:8][C:6](=[O:7])[O:5][C:1]([CH3:2])([CH3:3])[CH3:4])[CH2:30][CH2:29][N:38]1[CH3:37] |f:3.4|. Procedure: To 1.08 g (2.9 mmol) of 2-2 in 30 mL of EtOH was added 7 mL (74 mmol) of 1,4-cyclohexadiene and a catalytic amount of 10% Pd on carbon. After stirring overnight, the reaction was filtered through Celite, concentrated by rotary evaporation, and dissolved in 25 mL of MeOH. To this was added 2 mL of AcOH, and 700 μL (8.6 mmol) of 37% aqueous formaldehyde. After stirring overnight, 540 mg (8.6 mmol) of NaCNBH3 in 5 mL of MeOH was added and the reaction was stirred for 1 h more. The solvents were rem... The reactants are C1(=CC=CC=C1)S(=O)(=O)CC1=CC=C(C(=C1C(=O)OC)OC)B1OC(C(O1)(C)C)(C)C (methyl 6-(benzenesulphonylmethyl)-2-methoxy-3-(4,4,5,5-tetramethyl-1,3,2-dioxaborolan-2-yl)benzoate), C1(=CC=CC=C1)S(=O)(=O)CC1=CC=C(C(=C1C(=O)OC)OC)B1OC(C(O1)(C)C)(C)C (methyl 6-(benzenesulphonylmethyl)-2-methoxy-3-(4,4,5,5-tetramethyl-1,3,2-dioxaborolan-2-yl)benzoate), tri-tert-butyl-phosphinium tetrafluoroborate, C([O-])([O-])=O.[Cs+].[Cs+] (cesium carbonate), BrC=1C=NSC1 (4-bromoisothiazole). The reagents and catalysts are C=1C=CC(=CC1)/C=C/C(=O)/C=C/C2=CC=CC=C2.C=1C=CC(=CC1)/C=C/C(=O)/C=C/C2=CC=CC=C2.C=1C=CC(=CC1)/C=C/C(=O)/C=C/C2=CC=CC=C2.[Pd].[Pd] (tris-(dibenzylideneacetone)-dipalladium). Solvent: O1CCOCC1 (dioxane), O (water). Run at temperature 120 celsius. Yields the product C1(=CC=CC=C1)S(=O)(=O)CC1=CC=C(C(=C1C(=O)OC)OC)C=1C=NSC1 (methyl 6-(benzenesulphonylmethyl)-3-(isothiazol-4-yl)-2-methoxy-benzoate). Yield: 32.4%. As a reaction SMILES: [C:1]1([S:7]([CH2:10][C:11]2[C:16]([C:17]([O:19][CH3:20])=[O:18])=[C:15]([O:21][CH3:22])[C:14](B3OC(C)(C)C(C)(C)O3)=[CH:13][CH:12]=2)(=[O:9])=[O:8])[CH:6]=[CH:5][CH:4]=[CH:3][CH:2]=1.C(=O)([O-])[O-].[Cs+].[Cs+].Br[C:39]1[CH:40]=[N:41][S:42][CH:43]=1>O1CCOCC1.O.C1C=CC(/C=C/C(/C=C/C2C=CC=CC=2)=O)=CC=1.C1C=CC(/C=C/C(/C=C/C2C=CC=CC=2)=O)=CC=1.C1C=CC(/C=C/C(/C=C/C2C=CC=CC=2)=O)=CC=1.[Pd].[Pd]>[C:1]1([S:7]([CH2:10][C:11]2[C:16]([C:17]([O:19][CH3:20])=[O:18])=[C:15]([O:21][CH3:22])[C:14]([C:39]3[CH:40]=[N:41][S:42][CH:43]=3)=[CH:13][CH:12]=2)(=[O:8])=[O:9])[CH:6]=[CH:5][CH:4]=[CH:3][CH:2]=1 |f:1.2.3,7.8.9.10.11|. Procedure details: A mixture of methyl 6-(benzenesulphonylmethyl)-2-methoxy-3-(4,4,5,5-tetramethyl-1,3,2-dioxaborolan-2-yl)benzoate (Intermediate 59, 0.15 g), tri-tert-butyl-phosphinium tetrafluoroborate (0.01 g), cesium carbonate (0.34 g), tris-(dibenzylideneacetone)-dipalladium (0.016 g), and 4-bromoisothiazole (0.06 g) in dioxane (3.2 ml) and water (0.4 ml) was degassed and then heated in the microwave at 120° C. for 20 minutes. After cooling, the mixture was diluted with ether, dried (MgSO4) and filtered. The ... Reactants: Cc1ccc2c(c1)C(=O)C(=O)N2, CC(C)N(CCCCl)C(C)C, Cl. The product is Cc1ccc2c(c1)C(=O)C(=O)N2CCCN(C(C)C)C(C)C. RXN SMILES: [CH3:1][c:2]1[cH:3][c:4]2[c:8]([cH:9][cH:10]1)[NH:7][C:6](=[O:11])[C:5]2=[O:12].[CH:14]([CH3:15])([CH3:16])[N:17]([CH2:18][CH2:19][CH2:20][Cl:21])[CH:22]([CH3:23])[CH3:24].[ClH:13]>>[CH3:1][c:2]1[cH:3][c:4]2[c:8]([cH:9][cH:10]1)[N:7]([CH2:20][CH2:19][CH2:18][N:17]([CH:14]([CH3:15])[CH3:16])[CH:22]([CH3:23])[CH3:24])[C:6](=[O:11])[C:5]2=[O:12].